This data is from the Open Reaction Database (ORD), a public repository of structured organic reaction records. The task is: describe an organic reaction: reactants, conditions, products, and yield Starting materials: C(C1=CC=CC=C1)OC[C@H](N)C(=O)O (O-benzyl-(S)-serine), C([O-])([O-])=O.[Na+].[Na+] (sodium carbonate), C(C)OC(=O)[C@@H](C[C@H](C(=O)Cl)CC1=CC=CC=C1)CC1=CC=CC=C1 (4-ethoxycarbonyl-(S,S)-2,4-dibenzylbutyryl chloride). Run in O (water). Run at time 4 hour. The product is C(C)OC(=O)[C@@H](C[C@H](C(=O)N[C@@H](COCC1=CC=CC=C1)C(=O)O)CC1=CC=CC=C1)CC1=CC=CC=C1 (N-[4-ethoxycarbonyl-(S,S)-2,4-di-benzylbutyryl]-O-benzyl-(L)-serine). RXN SMILES: [CH2:1]([O:8][CH2:9][C@@H:10]([C:12]([OH:14])=[O:13])[NH2:11])[C:2]1[CH:7]=[CH:6][CH:5]=[CH:4][CH:3]=1.C(=O)([O-])[O-].[Na+].[Na+].[CH2:21]([O:23][C:24]([C@H:26]([CH2:39][C:40]1[CH:45]=[CH:44][CH:43]=[CH:42][CH:41]=1)[CH2:27][C@@H:28]([CH2:32][C:33]1[CH:38]=[CH:37][CH:36]=[CH:35][CH:34]=1)[C:29](Cl)=[O:30])=[O:25])[CH3:22]>O>[CH2:21]([O:23][C:24]([C@H:26]([CH2:39][C:40]1[CH:45]=[CH:44][CH:43]=[CH:42][CH:41]=1)[CH2:27][C@@H:28]([CH2:32][C:33]1[CH:34]=[CH:35][CH:36]=[CH:37][CH:38]=1)[C:29]([NH:11][C@H:10]([C:12]([OH:14])=[O:13])[CH2:9][O:8][CH2:1][C:2]1[CH:7]=[CH:6][CH:5]=[CH:4][CH:3]=1)=[O:30])=[O:25])[CH3:22] |f:1.2.3|. Procedure: A solution of 3.3 g of O-benzyl-(S)-serine and 1.8 g of sodium carbonate in 30 ml of water at 0° is added to 2.2 g of 4-ethoxycarbonyl-(S,S)-2,4-dibenzylbutyryl chloride and the mixture is stirred at room temperature for 4 hours. The mixture is extracted with ether, and the aqueous layer is acidified with 2N hydrochloric acid. The acidic solution is extracted with ethyl acetate, washed with saturated brine, dried (magnesium sulfate), filtered and concentrated to yield N-[4-ethoxycarbonyl-(S,S)-2... Reactants: COCCOCCOCCOCCCC(=O)O, CCN=C=NCCCN(C)C, ClCCl, O=C1CCC(=O)N1O. Yields the product COCCOCCOCCOCCCC(=O)ON1C(=O)CCC1=O. Reaction SMILES: [CH3:20][O:21][CH2:22][CH2:23][O:24][CH2:25][CH2:26][O:27][CH2:28][CH2:29][O:30][CH2:31][CH2:32][CH2:33][C:34](=[O:35])[OH:36].[CH3:9][CH2:10][N:11]=[C:12]=[N:13][CH2:14][CH2:15][CH2:16][N:17]([CH3:18])[CH3:19].[Cl:37][CH2:38][Cl:39].[OH:1][N:2]1[C:3](=[O:8])[CH2:4][CH2:5][C:6]1=[O:7]>>[O:1]([N:2]1[C:3](=[O:8])[CH2:4][CH2:5][C:6]1=[O:7])[C:34]([CH2:33][CH2:32][CH2:31][O:30][CH2:29][CH2:28][O:27][CH2:26][CH2:25][O:24][CH2:23][CH2:22][O:21][CH3:20])=[O:35]. Starting materials: OC1=C(C=O)C=CC(=C1)C(C)C (2-hydroxy-4-isopropylbenzaldehyde), ester, C(C)OC(\C=C\C(F)(F)F)=O (Ethyl-4,4,4-triflurocrotonate), ethyl ester. Yields the product C(C)(C)C1=CC=C2C=C(C(OC2=C1)C(F)(F)F)C(=O)OCC (ethyl 7-isopropyl-2-(trifluoromethyl)-2H-chromene-3-carboxylate). RXN SMILES: [OH:1][C:2]1[CH:9]=[C:8]([CH:10]([CH3:12])[CH3:11])[CH:7]=[CH:6][C:3]=1[CH:4]=O.[CH2:13]([O:15][C:16](=[O:23])/[CH:17]=[CH:18]/[C:19]([F:22])([F:21])[F:20])[CH3:14]>>[CH:10]([C:8]1[CH:9]=[C:2]2[C:3]([CH:4]=[C:17]([C:16]([O:15][CH2:13][CH3:14])=[O:23])[CH:18]([C:19]([F:20])([F:22])[F:21])[O:1]2)=[CH:6][CH:7]=1)([CH3:12])[CH3:11]. Reported procedure: This salicylaldehyde (Step 1) was condensed with Ethyl-4,4,4-triflurocrotonate via a similar method to that of Example 4a, Step 1 producing the ethyl ester (8.21 g, 84%) as yellow solid. This ester was of suitable purity to use without further purification: ESLRMS m/z 315 (M+H). Starting materials: ClC(=O)OCC (ethyl chloroformate), C(#N)C=1C=C(C2=CC=CC=C2C1)C(=O)O (3-cyano-1-naphthoic acid), ClC=1C=C(C=CC1Cl)[C@@H](CNC)CCN1CCC(CC1)C1=C(C=CC=C1)[S@@](=O)C (N-[(S)-2-(3,4-dichlorophenyl)-4-[4-[(S)-2-methylsulfinylphenyl]-1-piperidinyl]butyl]-N-methylamine), amide, acid chloride, ClC=1C=C(C=CC1Cl)[C@@H](CNCC)CCN1CCC(CC1)C1=C(C=CC=C1)[S@@](=O)C (N-[(S)-2-(3,4-dichlorophenyl)-4-[4-[(S)-2-methylsulfinylphenyl]-1-piperidinyl]butyl]-N-ethylamine), amine. Product: ClC=1C=C(C=CC1Cl)[C@@H](CN(C(=O)C1=CC(=CC2=CC=CC=C12)C#N)CC)CCN1CCC(CC1)C1=C(C=CC=C1)[S@@](=O)C (N-[(S)-2-(3,4-Dichlorophenyl)-4-[4-[(S)-2-methylsulfinylphenyl]-1-piperidinyl]butyl]-N-ethyl-3-cyano-1-naphthamide). RXN SMILES: [C:1]([C:3]1[CH:4]=[C:5]([C:13]([OH:15])=O)[C:6]2[C:11]([CH:12]=1)=[CH:10][CH:9]=[CH:8][CH:7]=2)#[N:2].[Cl:16][C:17]1[CH:18]=[C:19]([C@H:24]([CH2:29][CH2:30][N:31]2[CH2:36][CH2:35][CH:34]([C:37]3[CH:42]=[CH:41][CH:40]=[CH:39][C:38]=3[S@:43]([CH3:45])=[O:44])[CH2:33][CH2:32]2)[CH2:25][NH:26][CH2:27][CH3:28])[CH:20]=[CH:21][C:22]=1[Cl:23].ClC1C=C([C@H](CCN2CCC(C3C=CC=CC=3[S@](C)=O)CC2)CNC)C=CC=1Cl.ClC(OCC)=O>>[Cl:16][C:17]1[CH:18]=[C:19]([C@H:24]([CH2:29][CH2:30][N:31]2[CH2:32][CH2:33][CH:34]([C:37]3[CH:42]=[CH:41][CH:40]=[CH:39][C:38]=3[S@:43]([CH3:45])=[O:44])[CH2:35][CH2:36]2)[CH2:25][N:26]([CH2:27][CH3:28])[C:13]([C:5]2[C:6]3[C:11](=[CH:10][CH:9]=[CH:8][CH:7]=3)[CH:12]=[C:3]([C:1]#[N:2])[CH:4]=2)=[O:15])[CH:20]=[CH:21][C:22]=1[Cl:23]. Reported procedure: Using standard acylation conditions, 3-cyano-1-naphthoic acid (0.118 g) was converted to the acid chloride and reacted with N-[(S)-2-(3,4-dichlorophenyl)-4-[4-[(S)-2-methylsulfinylphenyl]-1-piperidinyl]butyl]-N-ethylamine (0.336 g) (prepared according to methods described for N-[(S)-2-(3,4-dichlorophenyl)-4-[4-[(S)-2-methylsulfinylphenyl]-1-piperidinyl]butyl]-N-methylamine, except ethyl chloroformate was used in place of acetyl chloride for the amine acylation prior to amide reduction). mp 115-1...